describe an organic reaction: reactants, conditions, products, and yield From a dataset of the Open Reaction Database (ORD), a public repository of structured organic reaction records. Starting materials: C(C)(C)NC(C)C (Diisopropylamine), C(=O)(OC(C)(C)C)N([C@@H]1[C@H]([C@H]([C@@H](C1)N1C2=NC(=NC(=C2N=C1)Cl)Cl)O)O)C(=O)OC(C)(C)C ((1S,2R,3S,5R)-3-(Di-Boc-amino)-5-(2,6-dichloro-purin-9-yl)-cyclopentane-1,2-diol), C1(=CC=CC=C1)C(CN)C1=CC=CC=C1 (2,2-diphenylethylamine). The solvent is C1CCOC1 (THF). Conditions: temperature 50 celsius, time 18 hour. Product: ClC1=NC(=C2N=CN(C2=N1)[C@H]1C=C[C@H](C1)N(C(=O)OC(C)(C)C)C(=O)OC(C)(C)C)NCC(C1=CC=CC=C1)C1=CC=CC=C1 ({2-Chloro-9-[(1R,4S)-4-(di-Boc-amino)-cyclopent-2-enyl]-9H-purin-6-yl}-(2,2-diphenyl-ethyl)amine). As a reaction SMILES: [C:1]([N:8]([C:27]([O:29][C:30]([CH3:33])([CH3:32])[CH3:31])=[O:28])[C@H:9]1[CH2:13][C@@H:12]([N:14]2[CH:22]=[N:21][C:20]3[C:15]2=[N:16][C:17]([Cl:24])=[N:18][C:19]=3Cl)[C@H:11](O)[C@@H:10]1O)([O:3][C:4]([CH3:7])([CH3:6])[CH3:5])=[O:2].C(NC(C)C)(C)C.[C:41]1([CH:47]([C:50]2[CH:55]=[CH:54][CH:53]=[CH:52][CH:51]=2)[CH2:48][NH2:49])[CH:46]=[CH:45][CH:44]=[CH:43][CH:42]=1>C1COCC1>[Cl:24][C:17]1[N:16]=[C:15]2[C:20]([N:21]=[CH:22][N:14]2[C@@H:12]2[CH2:13][C@H:9]([N:8]([C:27]([O:29][C:30]([CH3:32])([CH3:33])[CH3:31])=[O:28])[C:1]([O:3][C:4]([CH3:5])([CH3:7])[CH3:6])=[O:2])[CH:10]=[CH:11]2)=[C:19]([NH:49][CH2:48][CH:47]([C:41]2[CH:46]=[CH:45][CH:44]=[CH:43][CH:42]=2)[C:50]2[CH:55]=[CH:54][CH:53]=[CH:52][CH:51]=2)[N:18]=1. Reported procedure: (1S,2R,3S,5R)-3-(Di-Boc-amino)-5-(2,6-dichloro-purin-9-yl)-cyclopentane-1,2-diol (13.0 g, 27.66 mmol) is dissolved in THF (250 mil) under an atmosphere of argon. Diisopropylamine (4.28 g, 33.19 mmol) is added followed by 2,2-diphenylethylamine (6.0 g, 30.43 mmol) and the reaction mixture is stirred at 50° C. The reaction is shown to be complete by LCMS after 18 hours. The solvent is removed in vacuo and the reaction mixture is partitioned between dichloromethane (250 ml) and 0.1M HCl (250 ml). T... Reactants: C(=O)(O)CN1C(=NC2=C1C=CC=C2OCC2=C(C(=CC=C2Cl)N(C(CNC(C=CC2=CC=C(C=C2)C(NC)=O)=O)=O)C)Cl)CC (1-carboxymethyl-4-[2,6-dichloro-3-[N-methyl-N-[4-(methylcarbamoyl)cinnamoylglycyl]amino]-benzyloxy]-2-ethyl-1H-benzimidazole), Cl.CNC (dimethylamine hydrochloride), C(C)N=C=NCCCN(C)C (1-ethyl-3-(3-dimethylaminopropyl)carbodiimide), ON1N=NC2=C1C=CC=C2 (1-hydroxybenzotriazole). Solvent: CN(C=O)C (dimethylformamide), O (water). Product: ClC1=C(COC2=CC=CC=3N(C(=NC32)CC)CC(N(C)C)=O)C(=CC=C1N(C(CNC(C=CC1=CC=C(C=C1)C(NC)=O)=O)=O)C)Cl (4-[2,6-dichloro-3-[N-methyl-N-[4-(methyl-carbamoyl)cinnamoylglycyl]amino]-benzyloxy]-2-ethyl-1-dimethylcarbamoylmethyl-1H-benzimidazole). The yield is 73.6%. RXN SMILES: [C:1]([CH2:4][N:5]1[C:9]2[CH:10]=[CH:11][CH:12]=[C:13]([O:14][CH2:15][C:16]3[C:21]([Cl:22])=[CH:20][CH:19]=[C:18]([N:23]([CH3:42])[C:24](=[O:41])[CH2:25][NH:26][C:27](=[O:40])[CH:28]=[CH:29][C:30]4[CH:35]=[CH:34][C:33]([C:36](=[O:39])[NH:37][CH3:38])=[CH:32][CH:31]=4)[C:17]=3Cl)[C:8]=2[N:7]=[C:6]1[CH2:44][CH3:45])(O)=[O:2].[ClH:46].[CH3:47][NH:48][CH3:49].C(N=C=NCCCN(C)C)C.ON1C2C=CC=CC=2N=N1>CN(C)C=O.O>[Cl:46][C:17]1[C:18]([N:23]([CH3:42])[C:24](=[O:41])[CH2:25][NH:26][C:27](=[O:40])[CH:28]=[CH:29][C:30]2[CH:35]=[CH:34][C:33]([C:36](=[O:39])[NH:37][CH3:38])=[CH:32][CH:31]=2)=[CH:19][CH:20]=[C:21]([Cl:22])[C:16]=1[CH2:15][O:14][C:13]1[C:8]2[N:7]=[C:6]([CH2:44][CH3:45])[N:5]([CH2:4][C:1](=[O:2])[N:48]([CH3:49])[CH3:47])[C:9]=2[CH:10]=[CH:11][CH:12]=1 |f:1.2|. Reported procedure: A solution of 1-carboxymethyl-4-[2,6-dichloro-3-[N-methyl-N-[4-(methylcarbamoyl)cinnamoylglycyl]amino]-benzyloxy]-2-ethyl-1H-benzimidazole (60 mg), dimethylamine hydrochloride (11.2 mg), 1-ethyl-3-(3-dimethylaminopropyl)carbodiimide (17.1 mg) and 1-hydroxybenzotriazole (18.6 mg) in dimethylformamide (1 ml) was stirred for 1 day at ambient temperature. To the reaction mixture was added water, and the mixture was extracted with chloroform. The organic layer was washed with saturated sodium bicarbo... Reactants: C(C)(C)(C)OC(=O)N1C[C@H]([C@H](CC1)C1=CC=CC=C1)C(=O)N1CCN(CC1)C1=C(C=CC(=C1)C)C ((3S,4S)-3-[4-(2,5-dimethyl-phenyl)-piperazine-1-carbonyl]-4-phenyl-piperidine-1-carboxylic acid tert-butyl ester), C(C)(C)(C)OC(=O)N1C[C@H]([C@H](CC1)C1=CC=CC=C1)C(=O)O ((3S,4S)-4-phenyl-piperidine-1,3-dicarboxylic acid 1-tert-butyl ester). The product is CC1=C(C=C(C=C1)C)N1CCNCC1 (1-(2,5-dimethylphenyl)piperazine). Reaction SMILES: C(OC(N1CC[C@H](C2C=CC=CC=2)[C@H](C(O)=O)C1)=O)(C)(C)C.C(OC(N1CC[C@H](C2C=CC=CC=2)[C@H](C([N:44]2[CH2:49][CH2:48][N:47]([C:50]3[CH:55]=[C:54]([CH3:56])[CH:53]=[CH:52][C:51]=3[CH3:57])[CH2:46][CH2:45]2)=O)C1)=O)(C)(C)C>>[CH3:57][C:51]1[CH:52]=[CH:53][C:54]([CH3:56])=[CH:55][C:50]=1[N:47]1[CH2:46][CH2:45][NH:44][CH2:49][CH2:48]1. Reported procedure: In analogy to example 1, step 1, from (3S,4S)-4-phenyl-piperidine-1,3-dicarboxylic acid 1-tert-butyl ester (CAS Reg. No.: [197900-77-9]) and 1-(2,5-dimethylphenyl)piperazine was prepared (3S,4S)-3-[4-(2,5-dimethyl-phenyl)-piperazine-1-carbonyl]-4-phenyl-piperidine-1-carboxylic acid tert-butyl ester as a white foam, MS: 478.28 ([M+H])+. Starting materials: CCc1c[nH]c2ccc(C(F)(F)F)nc12, [Cl-], [H-], [NH4+], [Na+], CN(C)C=O. Yields the product CCc1cn(N)c2ccc(C(F)(F)F)nc12. As a reaction SMILES: [CH2:3]([CH3:4])[c:5]1[cH:6][nH:7][c:8]2[c:9]1[n:10][c:11]([C:14]([F:15])([F:16])[F:17])[cH:12][cH:13]2.[Cl-:18].[H-:2].[NH4+:19].[Na+:1].[O:20]=[CH:21][N:22]([CH3:23])[CH3:24]>>[CH2:3]([CH3:4])[c:5]1[cH:6][n:7]([NH2:19])[c:8]2[c:9]1[n:10][c:11]([C:14]([F:15])([F:16])[F:17])[cH:12][cH:13]2.